From a dataset of the Open Reaction Database (ORD), a public repository of structured organic reaction records. describe an organic reaction: reactants, conditions, products, and yield Reactants: [C@@H]1([C@H](O)[C@H](O)[C@@H](CO)O1)N1C=NC=2C(N)=NC=NC12 (adenosine), [C@@H]1([C@H](O)[C@H](O)[C@@H](CO)O1)N1C=NC=2C(N)=NC=NC12 (adenosine), II, β2',3'-dideoxyadenosine, O (water). Solvent: CO (methanol). Run at temperature 20 celsius, time 3 hour. The product is [C@@H]1(CC[C@@H](CO)O1)N1C=NC=2C(O)=NC=NC12 (2', 3'-dideoxyinosine). The yield is 48.0%. Reaction SMILES: [C@@H:1]1([N:10]2[C:19]3[N:18]=[CH:17][N:16]=[C:14](N)[C:13]=3[N:12]=[CH:11]2)[O:9][C@H:6]([CH2:7][OH:8])[C@@H:4](O)[C@H:2]1O.[OH2:20]>CO>[C@@H:1]1([N:10]2[C:19]3[N:18]=[CH:17][N:16]=[C:14]([OH:20])[C:13]=3[N:12]=[CH:11]2)[O:9][C@H:6]([CH2:7][OH:8])[CH2:4][CH2:2]1. Procedure: This mixture of anomers (1.66 g) was treated with 170 mL of methanol saturated with ammonia. This was tightly stoppered and stirred at 18° C. for 48 hrs. TLC indicated that reaction was incomplete. The solvent was evaporated and replaced with 170 mL of fresh ammonia solution in methanol. TLC after an additional 48 hr implied the reaction was complete. Hence, the solvent was evaporated and ethanol was added (5 mL). This yielded colorless crystals which were collected and washed with (5 mL) of 95%... Reactants: ClC1=C(C=NN1C)C(=O)OCC (5-Chloro-1-methyl-1H-pyrazole-4-carboxylic acid, ethyl ester), Cl (hydrochloric acid), [OH-].[K+] (potassium hydroxide), C(C)O (ethanol). Solvent: O (water). Yields the product ClC1=C(C=NN1C)C(=O)O (5-chloro-1-methyl-1H-pyrazole-4-carboxylic acid). As a reaction SMILES: [Cl:1][C:2]1[N:6]([CH3:7])[N:5]=[CH:4][C:3]=1[C:8]([O:10]CC)=[O:9].[OH-].[K+].C(O)C.Cl>O>[Cl:1][C:2]1[N:6]([CH3:7])[N:5]=[CH:4][C:3]=1[C:8]([OH:10])=[O:9] |f:1.2|. Procedure details: 5-Chloro-1-methyl-1H-pyrazole-4-carboxylic acid, ethyl ester (13 grams, 0.07 mole) and potassium hydroxide (7.8 grams, 0.14 mole) were combined in 75 ml. of ethanol and refluxed for six hours. The solution was cooled, poured over water, acidified with concentrated hydrochloric acid, and the precipitated solid collected, dried, and recrystallized from water. The resulting 5-chloro-1-methyl-1H-pyrazole-4-carboxylic acid was obtained in the amount of 5.4 grams and melted at 195°-197° C. Starting materials: O=C=Nc1ccc(F)cc1F, COC(=O)C(Cc1ccc(OC)c(CO)c1)C(=O)OC. Yields the product COC(=O)C(Cc1ccc(OC)c(COC(=O)Nc2ccc(F)cc2F)c1)C(=O)OC. As a reaction SMILES: [F:21][c:22]1[c:23]([N:29]=[C:30]=[O:31])[cH:24][cH:25][c:26]([F:28])[cH:27]1.[OH:1][CH2:2][c:3]1[cH:4][c:5]([CH2:6][CH:7]([C:8](=[O:9])[O:10][CH3:11])[C:12](=[O:13])[O:14][CH3:15])[cH:16][cH:17][c:18]1[O:19][CH3:20]>>[O:1]([CH2:2][c:3]1[cH:4][c:5]([CH2:6][CH:7]([C:8](=[O:9])[O:10][CH3:11])[C:12](=[O:13])[O:14][CH3:15])[cH:16][cH:17][c:18]1[O:19][CH3:20])[C:30]([NH:29][c:23]1[c:22]([F:21])[cH:27][c:26]([F:28])[cH:25][cH:24]1)=[O:31]. Starting materials: CC1(C=O)Cc2c(cc(C(C)(C)C)c(O[Si](C)(C)C)c2C(C)(C)C)O1, C1CCOC1, CCOC(=O)CP(=O)(OCC)OCC, [H-], [Na+]. The product is CCOC(=O)C=CC1(C)Cc2c(cc(C(C)(C)C)c(O[Si](C)(C)C)c2C(C)(C)C)O1. RXN SMILES: [C:17]([CH3:18])([CH3:19])([CH3:20])[c:21]1[c:22]([O:37][Si:38]([CH3:39])([CH3:40])[CH3:41])[c:23]([C:33]([CH3:34])([CH3:35])[CH3:36])[cH:24][c:25]2[c:26]1[CH2:27][C:28]([CH3:30])([CH:31]=[O:32])[O:29]2.[CH2:42]1[O:43][CH2:44][CH2:45][CH2:46]1.[CH3:3][CH2:4][O:5][C:6](=[O:7])[CH2:8][P:9]([O:10][CH2:11][CH3:12])([O:13][CH2:14][CH3:15])=[O:16].[H-:1].[Na+:2]>>[CH3:3][CH2:4][O:5][C:6](=[O:7])[CH:8]=[CH:31][C:28]1([CH3:30])[CH2:27][c:26]2[c:21]([C:17]([CH3:18])([CH3:19])[CH3:20])[c:22]([O:37][Si:38]([CH3:39])([CH3:40])[CH3:41])[c:23]([C:33]([CH3:34])([CH3:35])[CH3:36])[cH:24][c:25]2[O:29]1. Starting materials: BrC=CCBr, O=C([O-])[O-], CCOC(C)=O, CCCC(C)C, CN1CCCC1=O, Cc1ccc(Cl)c(Nc2cc(Cl)ncn2)c1, [K+], [K+]. Yields the product Cc1ccc(Cl)c(N(CC=CBr)c2cc(Cl)ncn2)c1. Reaction SMILES: [Br:17][CH:18]=[CH:19][CH2:20][Br:21].[C:22](=[O:23])([O-:24])[O-:25].[CH3:28][CH2:29][O:30][C:31]([CH3:32])=[O:33].[CH3:34][CH2:35][CH2:36][CH:37]([CH3:38])[CH3:39].[CH3:40][N:41]1[CH2:42][CH2:43][CH2:44][C:45]1=[O:46].[Cl:1][c:2]1[n:3][cH:4][n:5][c:6]([NH:8][c:9]2[c:10]([Cl:16])[cH:11][cH:12][c:13]([CH3:15])[cH:14]2)[cH:7]1.[K+:26].[K+:27]>>[Cl:1][c:2]1[n:3][cH:4][n:5][c:6]([N:8]([c:9]2[c:10]([Cl:16])[cH:11][cH:12][c:13]([CH3:15])[cH:14]2)[CH2:20][CH:19]=[CH:18][Br:17])[cH:7]1. As a reaction SMILES: [O:1]=[C:2]1[CH:6]([C:7]2[CH:12]=[CH:11][CH:10]=[CH:9][CH:8]=2)[C:5]2[CH:13]=[C:14]([O:17][C:18](=[O:22])[C:19](Cl)=[O:20])[CH:15]=[CH:16][C:4]=2[O:3]1.[CH3:23][C:24]1[CH:29]=[CH:28][CH:27]=[C:26]([CH3:30])[C:25]=1[OH:31]>C1(C)C=CC=CC=1>[O:1]=[C:2]1[CH:6]([C:7]2[CH:12]=[CH:11][CH:10]=[CH:9][CH:8]=2)[C:5]2[CH:13]=[C:14]([O:17][C:18](=[O:22])[C:19]([O:31][C:25]3[C:26]([CH3:30])=[CH:27][CH:28]=[CH:29][C:24]=3[CH3:23])=[O:20])[CH:15]=[CH:16][C:4]=2[O:3]1. Reported procedure: Reaction of chloro-oxo-acetic acid 2-oxo-3-phenyl-2,3-dihydro-benzofuran-5-yl ester prepared as Example 11 reacted in toluene at the reflux with 2,6-dimethylphenol gave after purification oxalic acid (2,6-dimethyl-phenyl) ester (2-oxo-3-phenyl-2,3-dihydro-benzofuran-5-yl) ester (38% yield). Analysis C,70.6; H,4.1; C24H18O6 requires C,71.8; H,4.2%. Mass Spectrometry shows a molecular ion at 402. The solvent is C1(=CC=CC=C1)C (toluene). Reactants: O=C1OC2=C(C1C1=CC=CC=C1)C=C(C=C2)OC(C(=O)Cl)=O (chloro-oxo-acetic acid 2-oxo-3-phenyl-2,3-dihydro-benzofuran-5-yl ester), CC1=C(C(=CC=C1)C)O (2,6-dimethylphenol). The yield is 38.0%. The product is O=C1OC2=C(C1C1=CC=CC=C1)C=C(C=C2)OC(C(=O)OC2=C(C=CC=C2C)C)=O (oxalic acid (2,6-dimethyl-phenyl) ester (2-oxo-3-phenyl-2,3-dihydro-benzofuran-5-yl) ester). Starting materials: c1ccc(C(c2ccccc2)(c2ccccc2)n2ccnc2)cc1, COC(=O)c1ccc(C=CCc2nccn2C)cc1-c1ccc(F)cc1, Cn1ccnc1, COC(=O)c1ccc(C=CCBr)cc1-c1ccc(F)cc1. Reaction SMILES: [C:48]([c:49]1[cH:50][cH:51][cH:52][cH:53][cH:54]1)([c:55]1[cH:56][cH:57][cH:58][cH:59][cH:60]1)([c:61]1[cH:62][cH:63][cH:64][cH:65][cH:66]1)[n:67]1[cH:68][n:69][cH:70][cH:71]1.[CH3:22][n:23]1[cH:24][cH:25][n:26][c:27]1[CH2:28][CH:29]=[CH:30][c:31]1[cH:32][cH:33][c:34]([C:35]([O:36][CH3:37])=[O:38])[c:39](-[c:40]2[cH:41][cH:42][c:43]([F:44])[cH:45][cH:46]2)[cH:47]1.[CH3:72][n:73]1[cH:74][cH:75][n:76][cH:77]1.[F:1][c:2]1[cH:3][cH:4][c:5](-[c:8]2[c:9]([C:10](=[O:11])[O:12][CH3:13])[cH:14][cH:15][c:16]([CH:18]=[CH:19][CH2:20][Br:21])[cH:17]2)[cH:6][cH:7]1>>[F:1][c:2]1[cH:3][cH:4][c:5](-[c:8]2[c:9]([C:10](=[O:11])[O:12][CH3:13])[cH:14][cH:15][c:16]([CH:18]=[CH:19][CH2:20][c:68]3[n:67]([C:48]([c:49]4[cH:50][cH:51][cH:52][cH:53][cH:54]4)([c:55]4[cH:56][cH:57][cH:58][cH:59][cH:60]4)[c:61]4[cH:62][cH:63][cH:64][cH:65][cH:66]4)[cH:71][cH:70][n:69]3)[cH:17]2)[cH:6][cH:7]1. Product: COC(=O)c1ccc(C=CCc2nccn2C(c2ccccc2)(c2ccccc2)c2ccccc2)cc1-c1ccc(F)cc1.